Dataset: the Open Reaction Database (ORD), a public repository of structured organic reaction records. Task: describe an organic reaction: reactants, conditions, products, and yield Starting materials: O1C(COC=2C=C(C=CC2OC)C2CC(NC2)=O)C1 (4-[3-(2,3-epoxypropoxy)-4-methoxyphenyl]-2-pyrrolidone), C1(=CC=CC=C1)N1CCNCC1 (1-phenylpiperazine). The solvent is CO (methanol). Product: COC1=C(C=C(C=C1)C1CC(NC1)=O)OCC(CN1CCN(CC1)C1=CC=CC=C1)O (4-{4-methoxy-3-[3-(4-phenylpiperazin-1-yl)-2-hydroxypropoxy ]phenyl}-2-pyrrolidone). The yield is 61.0%. As a reaction SMILES: [O:1]1[CH2:19][CH:2]1[CH2:3][O:4][C:5]1[CH:6]=[C:7]([CH:13]2[CH2:17][NH:16][C:15](=[O:18])[CH2:14]2)[CH:8]=[CH:9][C:10]=1[O:11][CH3:12].[C:20]1([N:26]2[CH2:31][CH2:30][NH:29][CH2:28][CH2:27]2)[CH:25]=[CH:24][CH:23]=[CH:22][CH:21]=1>CO>[CH3:12][O:11][C:10]1[CH:9]=[CH:8][C:7]([CH:13]2[CH2:17][NH:16][C:15](=[O:18])[CH2:14]2)=[CH:6][C:5]=1[O:4][CH2:3][CH:2]([OH:1])[CH2:19][N:29]1[CH2:30][CH2:31][N:26]([C:20]2[CH:25]=[CH:24][CH:23]=[CH:22][CH:21]=2)[CH2:27][CH2:28]1. Reported procedure: 15.5 millimoles of 4-[3-(2,3-epoxypropoxy)-4-methoxyphenyl]-2-pyrrolidone is dissolved in 50 ml. of methanol. After the addition of 15.5 mmol of 1-phenylpiperazine (95% strength), the reaction mixture is heated for 3 hours under reflux. After cooling of the reaction solution, the solvent is removed under vacuum at 40°. The residue is taken up in 50 ml. of 1N hydrochloric acid and extracted twice with 100 ml. of chloroform. The aqueous phase is adjusted to be alkaline with 2N sodium hydroxide sol...